Dataset: the Open Reaction Database (ORD), a public repository of structured organic reaction records. Task: describe an organic reaction: reactants, conditions, products, and yield Starting materials: O (Water), C1(=CC=CC2=CC=CC=C12)C=O (1-naphthoaldehyde), C(C)(=O)O[BH-](OC(C)=O)OC(C)=O.[Na+] (sodium triacetoxyborohydride), [N+](=O)([O-])C1=CC=CC=2NC(=NC21)NCC2CCNCC2 ((4-nitro-1H-benzimidazol-2-yl)-piperidin-4-ylmethyl-amine). Run in ClCCl (dichloromethane), CN(C=O)C.C(C)(=O)O (dimethylformamide acetic acid). Run at time 8 hour. Product: C1(=CC=CC2=CC=CC=C12)CN1CCC(CC1)CNC1=NC2=C(N1)C=CC=C2[N+](=O)[O-] ((1-naphthalen-1-ylmethyl-piperidin-4-ylmethyl)-(4-nitro-1H-benzimidazol-2-yl)-amine). RXN SMILES: [C:1]1([CH:11]=O)[C:10]2[C:5](=[CH:6][CH:7]=[CH:8][CH:9]=2)[CH:4]=[CH:3][CH:2]=1.C(O[BH-](OC(=O)C)OC(=O)C)(=O)C.[Na+].[N+:27]([C:30]1[C:38]2[N:37]=[C:36]([NH:39][CH2:40][CH:41]3[CH2:46][CH2:45][NH:44][CH2:43][CH2:42]3)[NH:35][C:34]=2[CH:33]=[CH:32][CH:31]=1)([O-:29])=[O:28].O>CN(C)C=O.C(O)(=O)C.ClCCl>[C:1]1([CH2:11][N:44]2[CH2:45][CH2:46][CH:41]([CH2:40][NH:39][C:36]3[NH:35][C:34]4[CH:33]=[CH:32][CH:31]=[C:30]([N+:27]([O-:29])=[O:28])[C:38]=4[N:37]=3)[CH2:42][CH2:43]2)[C:10]2[C:5](=[CH:6][CH:7]=[CH:8][CH:9]=2)[CH:4]=[CH:3][CH:2]=1 |f:1.2,5.6|. Procedure details: After adding 1-naphthoaldehyde (3 mmol) and sodium triacetoxyborohydride (3 mmol) to a solution of (4-nitro-1H-benzimidazol-2-yl)-piperidin-4-ylmethyl-amine (450 mg, 1 mmol) in dimethylformamide-acetic acid (10:1) (7 mL), the mixture was stirred at room temperature overnight. Water and dichloromethane were added, and extraction was performed with dichloromethane. The solvent was removed under reduced pressure, and the residue was purified by silica gel column chromatography (ethyl acetate/trieth... The reactants are [N+](=O)([O-])C=1C=C(C=CC1OCC1=CC=CC=C1)C(C(=O)O)=O (3-nitro-4-benzyloxyphenylglyoxylic acid), Cl (hydrochloric acid). The solvent is C(C)(=O)O (acetic acid). Run at temperature 100 celsius, time 3 hour. Yields the product [N+](=O)([O-])C=1C=C(C=CC1O)C(C(=O)O)=O (3-nitro-4-hydroxyphenylglyoxylic acid). The yield is 90.4%. RXN SMILES: [N+:1]([C:4]1[CH:5]=[C:6]([C:18](=[O:22])[C:19]([OH:21])=[O:20])[CH:7]=[CH:8][C:9]=1[O:10]CC1C=CC=CC=1)([O-:3])=[O:2].Cl>C(O)(=O)C>[N+:1]([C:4]1[CH:5]=[C:6]([C:18](=[O:22])[C:19]([OH:21])=[O:20])[CH:7]=[CH:8][C:9]=1[OH:10])([O-:3])=[O:2]. Procedure: A mixture of 3-nitro-4-benzyloxyphenylglyoxylic acid (30 g.), conc. hydrochloric acid (90 ml.) and acetic acid (120 ml.) was stirred for 3 hours at 100° C. To the reaction mixture was added under cooling ice-water (600 ml.) and the mixture was extracted with ethyl acetate. The extract was washed with ice-water, dried over magnesium sulfate and concentrated to dryness under reduced pressure. The residue was recrystallized from a mixture of benzene: ether: petroleum ether (2:1:4). The crystals wer... Starting materials: C(C)(=O)OCC (ethyl acetate), C([O-])([O-])=O.[K+].[K+] (potassium carbonate), NC=1C=C(C=C(C(=O)OC)C1)S(=O)(=O)C (methyl 5-amino-3-methylsulfonylbenzoate), COC1OC(CC1)OC (2,5-dimethoxytetrahydrofuran). Run in O (water), C(C)(=O)O (acetic acid). Yields the product CS(=O)(=O)C=1C=C(C(=O)OC)C=C(C1)N1C=CC=C1 (methyl 3-methylsulfonyl-5-(pyrrol-1-yl)benzoate). Reaction SMILES: [NH2:1][C:2]1[CH:3]=[C:4]([S:12]([CH3:15])(=[O:14])=[O:13])[CH:5]=[C:6]([CH:11]=1)[C:7]([O:9][CH3:10])=[O:8].CO[CH:18]1[CH2:22][CH2:21][CH:20](OC)O1.C(OCC)(=O)C.C(=O)([O-])[O-].[K+].[K+]>C(O)(=O)C.O>[CH3:15][S:12]([C:4]1[CH:5]=[C:6]([CH:11]=[C:2]([N:1]2[CH:18]=[CH:22][CH:21]=[CH:20]2)[CH:3]=1)[C:7]([O:9][CH3:10])=[O:8])(=[O:14])=[O:13] |f:3.4.5|. Procedure: The mixture of methyl 5-amino-3-methylsulfonylbenzoate (1.5 g) and 2,5-dimethoxytetrahydrofuran (1.3 ml) in acetic acid (4.5 ml) was heated under reflux for 2 hours under stirring. After cooling, the mixture was poured into a mixture of ethyl acetate and water, and adjusted to pH 8 with 20% aqueous potassium carbonate solution. The separated organic layer was washed with brine and dried over magnesium sulfate. The solvent was removed by concentration and the residue was triturated with diisoprop... Reactants: C(C)(=O)OCC=1NC(=C(C1C(C)=O)C)C(C)=O (2-acetoxymethyl-3,5-diacetyl-4-methylpyrrole), N1C=CC2=CC=CC=C12 (indole), O.[O-2].[O-2].[O-2].O=[Si]=O.O=[Si]=O.O=[Si]=O.O=[Si]=O.[Al+3].[Al+3] (Montmorillonite K10). The solvent is ClC(C)Cl (dichloroethane). Product: C(C)(=O)C=1C(=C2C(=C3N=C4C=CC=CC4=C3C=C2N1)C)C (2-Acetyl-3,4-dimethylpyrrolo[3,2-b]carbazole). Isolated yield 34.9%. Reaction SMILES: C(O[CH2:5][C:6]1[NH:7][C:8]([C:15](=[O:17])[CH3:16])=[C:9]([CH3:14])[C:10]=1[C:11](=O)[CH3:12])(=O)C.[NH:18]1[C:26]2[C:21](=[CH:22][CH:23]=[CH:24][CH:25]=2)[CH:20]=[CH:19]1.O.[O-2].[O-2].[O-2].O=[Si]=O.O=[Si]=O.O=[Si]=O.O=[Si]=O.[Al+3].[Al+3]>ClC(Cl)C>[C:15]([C:8]1[C:9]([CH3:14])=[C:10]2[C:6]([N:7]=1)=[CH:5][C:20]1[C:19]([N:18]=[C:26]3[C:21]=1[CH:22]=[CH:23][CH:24]=[CH:25]3)=[C:11]2[CH3:12])(=[O:17])[CH3:16] |f:2.3.4.5.6.7.8.9.10.11|. Procedure: To a solution of 2-acetoxymethyl-3,5-diacetyl-4-methylpyrrole (0.200 g) and indole (0.098 g) in dichloroethane (90 cm3) was added Montmorillonite K10 clay (0.30 g). The mixture was stirred and heated at reflux for 80 h. After cooling the clay was removed by filtration and the filtrate concentrated to ca 20 cm3 in vacuo. The crude product was removed by filtration and then chromatographed on silica. Elution with chloroform-methanol (60:1) yielded 0.08 g of the title compound as a yellow solid m.p... Reactants: BrCC(=O)C=1C=C2C3=C(N(C2=CC1)C)N(C(C(=C3)C3=C(C=C(C=C3)Cl)Cl)=O)C (6-(bromoacetyl)-3-(2,4-dichlorophenyl)-1,9-dimethyl-1,9-dihydro-2H-pyrido[2,3-b]indol-2-one), C1=CC=C(C=C1)COC(=O)NCC(=S)N (N-benzyloxycarbonylglycine thioamide). Product: C(C1=CC=CC=C1)OC(NCC=1SC=C(N1)C=1C=C2C3=C(N(C2=CC1)C)N(C(C(=C3)C3=C(C=C(C=C3)Cl)Cl)=O)C)=O ({4-[3-(2,4-Dichlorophenyl)-1,9-dimethyl-2-oxo-2,9-dihydro-1H-pyrido[2,3-b]indol-6-yl]thiazol-2-ylmethyl}carbamic acid benzyl ester). Reaction SMILES: Br[CH2:2][C:3]([C:5]1[CH:6]=[C:7]2[C:11](=[CH:12][CH:13]=1)[N:10]([CH3:14])[C:9]1[N:15]([CH3:28])[C:16](=[O:27])[C:17]([C:19]3[CH:24]=[CH:23][C:22]([Cl:25])=[CH:21][C:20]=3[Cl:26])=[CH:18][C:8]2=1)=O.[CH:29]1[CH:34]=[CH:33][C:32]([CH2:35][O:36][C:37]([NH:39][CH2:40][C:41]([NH2:43])=[S:42])=[O:38])=[CH:31][CH:30]=1>>[CH2:35]([O:36][C:37](=[O:38])[NH:39][CH2:40][C:41]1[S:42][CH:2]=[C:3]([C:5]2[CH:6]=[C:7]3[C:11](=[CH:12][CH:13]=2)[N:10]([CH3:14])[C:9]2[N:15]([CH3:28])[C:16](=[O:27])[C:17]([C:19]4[CH:24]=[CH:23][C:22]([Cl:25])=[CH:21][C:20]=4[Cl:26])=[CH:18][C:8]3=2)[N:43]=1)[C:32]1[CH:31]=[CH:30][CH:29]=[CH:34][CH:33]=1. Reported procedure: The process is carried out as for Example 8 above, using the compound from preparation 1.2, 6-(bromoacetyl)-3-(2,4-dichlorophenyl)-1,9-dimethyl-1,9-dihydro-2H-pyrido[2,3-b]indol-2-one and N-benzyloxycarbonylglycine thioamide.